This data is from the Open Reaction Database (ORD), a public repository of structured organic reaction records. The task is: describe an organic reaction: reactants, conditions, products, and yield Reactants: CC(C)(C)[Si](Cl)(c1ccccc1)c1ccccc1, ClCCl, COC(=O)C(C)CO, c1c[nH]cn1. Yields the product COC(=O)C(C)CO[Si](c1ccccc1)(c1ccccc1)C(C)(C)C. As a reaction SMILES: [C:14]([CH3:15])([CH3:16])([CH3:17])[Si:18]([c:19]1[cH:20][cH:21][cH:22][cH:23][cH:24]1)([c:25]1[cH:26][cH:27][cH:28][cH:29][cH:30]1)[Cl:31].[Cl:32][CH2:33][Cl:34].[OH:1][CH2:2][CH:3]([C:4](=[O:5])[O:6][CH3:7])[CH3:8].[nH:9]1[cH:10][cH:11][n:12][cH:13]1>>[O:1]([CH2:2][CH:3]([C:4](=[O:5])[O:6][CH3:7])[CH3:8])[Si:18]([C:14]([CH3:15])([CH3:16])[CH3:17])([c:19]1[cH:20][cH:21][cH:22][cH:23][cH:24]1)[c:25]1[cH:26][cH:27][cH:28][cH:29][cH:30]1. The reactants are CN(C)C=O, CS(=O)(=O)O, OCC(c1ccc(Cl)cc1Cl)C1CCCC1, c1c[nH]cn1. Yields the product Clc1ccc(C(Cn2ccnc2)C2CCCC2)c(Cl)c1. RXN SMILES: [CH3:27][N:28]([CH3:29])[CH:30]=[O:31].[CH3:6][S:7]([OH:8])(=[O:9])=[O:10].[Cl:11][c:12]1[c:13]([CH:19]([CH2:20][OH:21])[CH:22]2[CH2:23][CH2:24][CH2:25][CH2:26]2)[cH:14][cH:15][c:16]([Cl:18])[cH:17]1.[nH:1]1[cH:2][n:3][cH:4][cH:5]1>>[n:1]1([CH2:20][CH:19]([c:13]2[c:12]([Cl:11])[cH:17][c:16]([Cl:18])[cH:15][cH:14]2)[CH:22]2[CH2:23][CH2:24][CH2:25][CH2:26]2)[cH:2][n:3][cH:4][cH:5]1. The reactants are CS(=O)(=O)c1ccc(C(=O)O)cc1, O=S(Cl)Cl. Product: CS(=O)(=O)c1ccc(C(=O)Cl)cc1. As a reaction SMILES: [CH3:1][S:2](=[O:3])(=[O:4])[c:5]1[cH:6][cH:7][c:8]([C:9](=[O:10])[OH:11])[cH:12][cH:13]1.[S:14]([Cl:15])([Cl:16])=[O:17]>>[CH3:1][S:2](=[O:3])(=[O:4])[c:5]1[cH:6][cH:7][c:8]([C:9](=[O:10])[Cl:16])[cH:12][cH:13]1. The reactants are NCCCC(=O)O (4-Aminobutyric acid), CCN(C(C)C)C(C)C (DIPEA), C(C)(C)(C)OC(C1=CC(C(=O)OC(C)(C)C)=CC(=C1)OCCCCCCCCCC(=O)ON1C(CCC1=O)=O)=O (5-[9-(2,5-Dioxo-pyrrolidin-1-yloxycarbonyl)-nonyloxy]-isophthalic acid di-tert-butyl ester). The solvent is CN(C)C=O (DMF). Run at time 2 day. Product: C(C)(C)(C)OC(C1=CC(C(=O)OC(C)(C)C)=CC(=C1)OCCCCCCCCCC(NCCCC(=O)O)=O)=O (5-[9-(3-Carboxy-propylcarbamoyl)-nonyloxy]-isophthalic Acid Di-tert-butyl Ester). Reaction SMILES: [C:1]([O:5][C:6](=[O:40])[C:7]1[CH:19]=[C:18]([O:20][CH2:21][CH2:22][CH2:23][CH2:24][CH2:25][CH2:26][CH2:27][CH2:28][CH2:29][C:30](ON2C(=O)CCC2=O)=[O:31])[CH:17]=[C:9]([C:10]([O:12][C:13]([CH3:16])([CH3:15])[CH3:14])=[O:11])[CH:8]=1)([CH3:4])([CH3:3])[CH3:2].[NH2:41][CH2:42][CH2:43][CH2:44][C:45]([OH:47])=[O:46].CCN(C(C)C)C(C)C>CN(C=O)C>[C:13]([O:12][C:10](=[O:11])[C:9]1[CH:17]=[C:18]([O:20][CH2:21][CH2:22][CH2:23][CH2:24][CH2:25][CH2:26][CH2:27][CH2:28][CH2:29][C:30](=[O:31])[NH:41][CH2:42][CH2:43][CH2:44][C:45]([OH:47])=[O:46])[CH:19]=[C:7]([C:6]([O:5][C:1]([CH3:2])([CH3:4])[CH3:3])=[O:40])[CH:8]=1)([CH3:14])([CH3:15])[CH3:16]. Procedure details: 5-[9-(2,5-Dioxo-pyrrolidin-1-yloxycarbonyl)-nonyloxy]-isophthalic acid di-tert-butyl ester (100 mg, 0.18 mmol) was dissolved in dry DMF (2 ml). 4-Aminobutyric acid (GABA, 23 mg, 0.2 mmol) and DIPEA (0.05 ml) was added. The mixture was stirred under nitrogen for 2 days. The mixture was concentrated. The residue was dissolved in EtOAc and washed with 0.1 N HCl (2×) and brine (1×), dried (Na2SO4) and concentrated to give a clear syrup. Reactants: C(Cl)Cl (methylene chloride), C(C)O (ethanol), COC=1C=CC(=CC1)C=O (anisaldehyde), [OH-].[Na+] (sodium hydroxide). The product is C1(=CC=CC=C1)[C@@H]1C(=O)OCC1 ((R)-2-phenylbutyrolactone). As a reaction SMILES: [CH2:1](Cl)Cl.CO[C:6]1[CH:7]=[CH:8][C:9]([CH:12]=O)=[CH:10][CH:11]=1.[OH-:14].[Na+].[CH2:16]([OH:18])[CH3:17]>>[C:9]1([C@H:12]2[CH2:17][CH2:16][O:18][C:1]2=[O:14])[CH:10]=[CH:11][CH:6]=[CH:7][CH:8]=1 |f:2.3|. Reported procedure: Progress of the reaction is monitored by thin layer chromatography (Silica gel plates, eluent methylene chloride; visualization by dipping in a solution of 5% anisaldehyde in ethanol and heating). When the reaction is complete as judged by thin layer chromatography, the reaction mixture is adjusted to a pH of 13 with 10 M sodium hydroxide and then extracted 3 times with 250 ml of methylene chloride. The pH of the aqueous mixture is then adjusted to 3 with concentrated HCl, followed by continuous... Reactants: [Cl-], CCc1cc(-c2ccc(CN)o2)c(C)[nH]c1=O, O=C(O)c1ccccn1. Yields the product CCc1cc(-c2ccc(CNC(=O)c3ccccn3)o2)c(C)[nH]c1=O. RXN SMILES: [Cl-:18].[NH2:1][CH2:2][c:3]1[cH:4][cH:5][c:6](-[c:8]2[cH:9][c:10]([CH2:16][CH3:17])[c:11](=[O:15])[nH:12][c:13]2[CH3:14])[o:7]1.[n:19]1[c:20]([C:25](=[O:26])[OH:27])[cH:21][cH:22][cH:23][cH:24]1>>[NH:1]([CH2:2][c:3]1[cH:4][cH:5][c:6](-[c:8]2[cH:9][c:10]([CH2:16][CH3:17])[c:11](=[O:15])[nH:12][c:13]2[CH3:14])[o:7]1)[C:25]([c:20]1[n:19][cH:24][cH:23][cH:22][cH:21]1)=[O:26].